Dataset: the Open Reaction Database (ORD), a public repository of structured organic reaction records. Task: describe an organic reaction: reactants, conditions, products, and yield Starting materials: O=[N+]([O-])c1cnc2cc(OCc3ccccc3)ccc2c1O, CN(C)C=O, O, O=P(Cl)(Cl)Cl. Product: O=[N+]([O-])c1cnc2cc(OCc3ccccc3)ccc2c1Cl. As a reaction SMILES: [CH2:1]([c:2]1[cH:3][cH:4][cH:5][cH:6][cH:7]1)[O:8][c:9]1[cH:10][cH:11][c:12]2[c:13]([OH:22])[c:14]([N+:19](=[O:20])[O-:21])[cH:15][n:16][c:17]2[cH:18]1.[CH3:23][N:24]([CH3:25])[CH:26]=[O:27].[OH2:33].[P:28]([Cl:29])([Cl:30])([Cl:31])=[O:32]>>[CH2:1]([c:2]1[cH:3][cH:4][cH:5][cH:6][cH:7]1)[O:8][c:9]1[cH:10][cH:11][c:12]2[c:13]([Cl:30])[c:14]([N+:19](=[O:20])[O-:21])[cH:15][n:16][c:17]2[cH:18]1. Reactants: C[C@@](CC)(C(NC=1C=NC(=CC1)OC1=C2CC(COC2=CC=C1)C)=O)NC(OC(C)(C)C)=O (tert-butyl N-[(1R)-1-methyl-1-[[6-(3-methylchroman-5-yl)oxy-3-pyridyl]carbamoyl]propyl]carbamate), C[C@@](CC)(C(NC=1C=NC(=CC1)OC1=C2CC(COC2=CC=C1)C)=O)NC(OC(C)(C)C)=O (tert-butyl N-[(1R)-1-methyl-1-[[6-(3-methylchroman-5-yl)oxy-3-pyridyl]carbamoyl]propyl]carbamate), C(=O)(C(F)(F)F)O (TFA). Solvent: ClCCl (Dichloromethane). Reaction conditions: temperature 0 celsius, time 2 hour. Yields the product N[C@@](C(=O)NC=1C=NC(=CC1)OC1=C2CC(COC2=CC=C1)C)(CC)C ((2R)-2-amino-2-methyl-N-[6-(3-methylchroman-5-yl)oxy-3-pyridyl]butanamide). The yield is 89.0%. RXN SMILES: [CH3:1][C@:2]([NH:26]C(=O)OC(C)(C)C)([C:5](=[O:25])[NH:6][C:7]1[CH:8]=[N:9][C:10]([O:13][C:14]2[CH:23]=[CH:22][CH:21]=[C:20]3[C:15]=2[CH2:16][CH:17]([CH3:24])[CH2:18][O:19]3)=[CH:11][CH:12]=1)[CH2:3][CH3:4].C(O)(C(F)(F)F)=O>ClCCl>[NH2:26][C@:2]([CH3:1])([CH2:3][CH3:4])[C:5]([NH:6][C:7]1[CH:8]=[N:9][C:10]([O:13][C:14]2[CH:23]=[CH:22][CH:21]=[C:20]3[C:15]=2[CH2:16][CH:17]([CH3:24])[CH2:18][O:19]3)=[CH:11][CH:12]=1)=[O:25]. Procedure: In a 50 mL round-bottomed flask tert-butyl N-[(1R)-1-methyl-1-[[6-(3-methylchroman-5-yl)oxy-3-pyridyl]carbamoyl]propyl]carbamate (Intermediate 146, 55.8 mg, 0.104 mmol) was dissolved in Dichloromethane (3 mL) to give a pale yellow solution. The reaction mixture was cooled at 0° C. and TFA (2 mL, 26.0 mmol) was added. The reaction mixture was stirred at 0° C. for 2 hours. The reaction mixture was evaporated in vacuo to give the crude product as a yellow oil. The sample was charged on a 2 g SCX ca... Starting materials: COC(=O)Cc1cc(CCl)cs1, N#C[K], CN(C)C=O. The product is COC(=O)Cc1cc(CC#N)cs1. Reaction SMILES: [CH3:1][O:2][C:3]([CH2:4][c:5]1[s:6][cH:7][c:8]([CH2:10][Cl:11])[cH:9]1)=[O:12].[K:13][C:14]#[N:15].[O:16]=[CH:17][N:18]([CH3:19])[CH3:20]>>[CH3:1][O:2][C:3]([CH2:4][c:5]1[s:6][cH:7][c:8]([CH2:10][C:14]#[N:15])[cH:9]1)=[O:12]. The reactants are Cl.ClC=1N=C(NC1CC)C(=O)N[C@@H]1[C@@H](CNCC1)OCC (cis(±)-4-Chloro-N-(3-ethoxypiperidin-4-yl)-5-ethyl-1H-imidazole-2-carboxamide hydrochloride), ClC1=NC=CC=N1 (2-chloropyrimidine), C([O-])([O-])=O.[Na+].[Na+] (sodium carbonate). Solvent: CN(C)C=O (DMF). Product: ClC=1N=C(NC1CC)C(=O)N[C@@H]1[C@@H](CN(CC1)C1=NC=CC=N1)OCC (cis(±)-4-Chloro-N-(3-ethoxy-1-pyrimidin-2-ylpiperidin-4-yl)-5-ethyl-1H-imidazole-2-carboxamide). Isolated yield 22.3%. Reaction SMILES: Cl.[Cl:2][C:3]1[N:4]=[C:5]([C:10]([NH:12][C@H:13]2[CH2:18][CH2:17][NH:16][CH2:15][C@H:14]2[O:19][CH2:20][CH3:21])=[O:11])[NH:6][C:7]=1[CH2:8][CH3:9].Cl[C:23]1[N:28]=[CH:27][CH:26]=[CH:25][N:24]=1.C(=O)([O-])[O-].[Na+].[Na+]>CN(C=O)C>[Cl:2][C:3]1[N:4]=[C:5]([C:10]([NH:12][C@H:13]2[CH2:18][CH2:17][N:16]([C:23]3[N:28]=[CH:27][CH:26]=[CH:25][N:24]=3)[CH2:15][C@H:14]2[O:19][CH2:20][CH3:21])=[O:11])[NH:6][C:7]=1[CH2:8][CH3:9] |f:0.1,3.4.5|. Reported procedure: cis(±)-4-Chloro-N-(3-ethoxypiperidin-4-yl)-5-ethyl-1H-imidazole-2-carboxamide hydrochloride obtained in Example (131a) (100 mg, 0.297 mmol), 2-chloropyrimidine (51 mg, 0.45 mmol) and sodium carbonate (157 mg, 1.48 mmol) were suspended in DMF (1 mL). The suspension was subjected to the same operation as in Example (131b) to obtain 25.1 mg of the title compound as a white solid (22%).